From a dataset of the Open Reaction Database (ORD), a public repository of structured organic reaction records. describe an organic reaction: reactants, conditions, products, and yield The reactants are O=C(CCC(=O)O)CCCCCCCCCCC(=O)O (4-oxo-pentadecanedioic acid), C1(CCCCCCCCCCC1)=O (cyclododecanone), O=C(CCC(=O)O)CCCCCCCCCCC(=O)O (4-oxo-pentadecanedioic acid), C1(CCCCCCCCCCC1)=O (cyclododecanone). The product is C1(CCCCCCCCCCCCCC1)=O (cyclopentadecanone), C1(CCCCCCCCCCC1)=O (cyclododecanone). Reaction SMILES: O=[C:2]([CH2:8][CH2:9][CH2:10][CH2:11][CH2:12][CH2:13][CH2:14][CH2:15][CH2:16][CH2:17][C:18](O)=O)[CH2:3][CH2:4][C:5]([OH:7])=O.[C:21]1(=[O:33])[CH2:32][CH2:31][CH2:30][CH2:29][CH2:28][CH2:27][CH2:26][CH2:25][CH2:24][CH2:23][CH2:22]1>>[C:5]1(=[O:7])[CH2:4][CH2:3][CH2:2][CH2:8][CH2:9][CH2:10][CH2:11][CH2:12][CH2:13][CH2:14][CH2:15][CH2:16][CH2:17][CH2:18]1.[C:21]1(=[O:33])[CH2:32][CH2:31][CH2:30][CH2:29][CH2:28][CH2:27][CH2:26][CH2:25][CH2:24][CH2:23][CH2:22]1. Reported procedure: 4-oxo-pentadecanedioic acid IV is obtainable at the yield of 66.2% based on the moles of cyclododecanone through the referential examples 1 and 2 and Example 1 as mentioned later. Alternatively, the compound IV is obtainable at the yield of 60.8% based on the moles of cyclododecanone through Examples 5 and 7. Further combined with the Referential Example 3, the overall yields of cyclopentadecanone from cyclododecanone are 39.7% and 36.4%, respectively. This fact shows that this invention provide... The reactants are CC(=O)OC(C)=O, CCC1CC(NCc2cc(C(F)(F)F)cc(C(F)(F)F)c2)c2sccc2N1C(=O)OC(C)C, ClCCl, c1ccncc1. Product: CCC1CC(N(Cc2cc(C(F)(F)F)cc(C(F)(F)F)c2)C(C)=O)c2sccc2N1C(=O)OC(C)C. RXN SMILES: [CH3:1][C:2](=[O:3])[O:4][C:5](=[O:6])[CH3:7].[CH:8]([CH3:9])([CH3:10])[O:11][C:12](=[O:13])[N:14]1[c:15]2[c:16]([s:38][cH:39][cH:40]2)[CH:17]([NH:22][CH2:23][c:24]2[cH:25][c:26]([C:34]([F:35])([F:36])[F:37])[cH:27][c:28]([C:30]([F:31])([F:32])[F:33])[cH:29]2)[CH2:18][CH:19]1[CH2:20][CH3:21].[Cl:47][CH2:48][Cl:49].[cH:41]1[cH:42][cH:43][n:44][cH:45][cH:46]1>>[CH3:1][C:2](=[O:3])[N:22]([CH:17]1[c:16]2[c:15]([cH:40][cH:39][s:38]2)[N:14]([C:12]([O:11][CH:8]([CH3:9])[CH3:10])=[O:13])[CH:19]([CH2:20][CH3:21])[CH2:18]1)[CH2:23][c:24]1[cH:25][c:26]([C:34]([F:35])([F:36])[F:37])[cH:27][c:28]([C:30]([F:31])([F:32])[F:33])[cH:29]1. Starting materials: CC(C)(C)c1cccc(C(C)(C)C)c1O, CO, [NH4+], N#C[S-]. Yields the product CC(C)(C)c1cc(SC#N)cc(C(C)(C)C)c1O. Reaction SMILES: [C:1]([CH3:2])([CH3:3])([CH3:4])[c:5]1[c:6]([OH:15])[c:7]([C:11]([CH3:12])([CH3:13])[CH3:14])[cH:8][cH:9][cH:10]1.[CH3:20][OH:21].[NH4+:19].[S-:16][C:17]#[N:18]>>[C:1]([CH3:2])([CH3:3])([CH3:4])[c:5]1[c:6]([OH:15])[c:7]([C:11]([CH3:12])([CH3:13])[CH3:14])[cH:8][c:9]([S:16][C:17]#[N:18])[cH:10]1. Procedure: 25.2 g of 3-methyl-4-ethylpyrazol-5-one were added in portions to a suspension of 10.0 g (0.22 mol) of sodium hydride in 200 ml of absolute dimethylformamide. After the evolution of H2 had ceased, 41.8 g (0.2 mol) of α-methyl-3,4-dichlorobenzyl chloride were added dropwise to the reaction solution. The mixture was then stirred for 2 hours at 60°C, the solvent was distilled off in vacuo and the residue was taken up in water and acidified with dilute acetic acid. The crude product thereby obtained... The product is CC=1NN(C(C1CC)=O)C(C1=CC(=C(C=C1)Cl)Cl)C (3-Methyl-4-ethyl-1-(α-methyl-3,4-dichlorobenzyl)-pyrazol-5-one). The solvent is CN(C=O)C (dimethylformamide). Reaction conditions: temperature 60 celsius, time 2 hour. As a reaction SMILES: [CH3:1][C:2]1[N:3]=[N:4][C:5](=[O:9])[C:6]=1[CH2:7][CH3:8].[H-].[Na+].[CH3:12][CH:13](Cl)[C:14]1[CH:19]=[CH:18][C:17]([Cl:20])=[C:16]([Cl:21])[CH:15]=1>CN(C)C=O>[CH3:1][C:2]1[NH:3][N:4]([CH:13]([CH3:12])[C:14]2[CH:19]=[CH:18][C:17]([Cl:20])=[C:16]([Cl:21])[CH:15]=2)[C:5](=[O:9])[C:6]=1[CH2:7][CH3:8] |f:1.2|. The reactants are CC=1N=NC(C1CC)=O (3-methyl-4-ethylpyrazol-5-one), [H-].[Na+] (sodium hydride), CC(C1=CC(=C(C=C1)Cl)Cl)Cl (α-methyl-3,4-dichlorobenzyl chloride).